From a dataset of the Open Reaction Database (ORD), a public repository of structured organic reaction records. describe an organic reaction: reactants, conditions, products, and yield The reactants are [Li]CCCC, C1CCOC1, C[Sn](C)(C)Cl, c1cc2ccsc2cn1. Product: C[Sn](C)(C)c1cc2ccncc2s1. Reaction SMILES: [CH2:10]([Li:11])[CH2:12][CH2:13][CH3:14].[CH2:20]1[O:21][CH2:22][CH2:23][CH2:24]1.[CH3:15][Sn:16]([CH3:17])([CH3:18])[Cl:19].[s:1]1[cH:2][cH:3][c:4]2[c:5]1[cH:6][n:7][cH:8][cH:9]2>>[s:1]1[c:2]([Sn:16]([CH3:15])([CH3:17])[CH3:18])[cH:3][c:4]2[c:5]1[cH:6][n:7][cH:8][cH:9]2.